Dataset: the Open Reaction Database (ORD), a public repository of structured organic reaction records. Task: describe an organic reaction: reactants, conditions, products, and yield Starting materials: FC1=CC=C(C=C1)N1CCN(CC1)C1=C(C(NC(=N1)C)=O)[N+](=O)[O-] (6-[4-(4-Fluoro-phenyl)-piperazin-1-yl]-2-methyl-5-nitro-3H-pyrimidin-4-one), BrC(C)C (2-bromo-propane), [I-].[K+] (potassium iodide), C([O-])([O-])=O.[K+].[K+] (potassium carbonate). The solvent is CN(C=O)C (N,N-dimethylformamide). Yields the product FC1=CC=C(C=C1)N1CCN(CC1)C1=NC(=NC(=C1[N+](=O)[O-])OC(C)C)C (4-[4-(4-fluoro-phenyl)-piperazin-1-yl]-6-isopropoxy-2-methyl-5-nitro-pyrimidine). As a reaction SMILES: [F:1][C:2]1[CH:7]=[CH:6][C:5]([N:8]2[CH2:13][CH2:12][N:11]([C:14]3[N:19]=[C:18]([CH3:20])[NH:17][C:16](=[O:21])[C:15]=3[N+:22]([O-:24])=[O:23])[CH2:10][CH2:9]2)=[CH:4][CH:3]=1.Br[CH:26]([CH3:28])[CH3:27].[I-].[K+].C(=O)([O-])[O-].[K+].[K+]>CN(C)C=O>[F:1][C:2]1[CH:7]=[CH:6][C:5]([N:8]2[CH2:9][CH2:10][N:11]([C:14]3[C:15]([N+:22]([O-:24])=[O:23])=[C:16]([O:21][CH:26]([CH3:28])[CH3:27])[N:17]=[C:18]([CH3:20])[N:19]=3)[CH2:12][CH2:13]2)=[CH:4][CH:3]=1 |f:2.3,4.5.6|. Reported procedure: In analogy to the procedure described in example 8, the 6-[4-(4-fluoro-phenyl)-piperazin-1-yl]-2-methyl-5-nitro-3H-pyrimidin-4-one (example 1) was treated with 2-bromo-propane, potassium iodide and potassium carbonate in N,N-dimethylformamide at 80° C. to yield the 4-[4-(4-fluoro-phenyl)-piperazin-1-yl]-6-isopropoxy-2-methyl-5-nitro-pyrimidine as a light yellow solid; m.p. 98-100° C.; MS: [M+H]+=376. Starting materials: CC1OC2(CC1=C1SCCCS1)CCN(CC2)C (2,8-dimethyl-3-(1,3-dithian-2-ylidene)-1-oxa-8-azaspiro[4.5]decane), Cl(=O)(=O)(=O)O (perchloric acid), C([O-])(O)=O.[Na+] (sodium bicarbonate). Reagents/catalysts: Cl[Hg]Cl (HgCl2). Solvent: CO (MeOH). Product: CC1OC2(CC1C(=O)OC)CCN(CC2)C (Methyl 2,8-dimethyl-1-oxa-8-azaspiro[4.5]decane-3-carboxylate). RXN SMILES: [CH3:1][CH:2]1[C:6](=[C:7]2SCCCS2)[CH2:5][C:4]2([CH2:17][CH2:16][N:15]([CH3:18])[CH2:14][CH2:13]2)[O:3]1.Cl(O)(=O)(=O)=[O:20].[C:24](=O)(O)[O-:25].[Na+]>CO.Cl[Hg]Cl>[CH3:1][CH:2]1[CH:6]([C:7]([O:25][CH3:24])=[O:20])[CH2:5][C:4]2([CH2:17][CH2:16][N:15]([CH3:18])[CH2:14][CH2:13]2)[O:3]1 |f:2.3|. Procedure details: A suspension of 2,8-dimethyl-3-(1,3-dithian-2-ylidene)-1-oxa-8-azaspiro[4.5]decane (2.84 g, 9.95 mmol), HgCl2 (10.8 g, 0.04 mol) and perchloric acid (60%, 5.2 ml) in MeOH/85 ml) was heated at reflux for 2 hours, cooled and decomposed with saturated aqueous sodium bicarbonate solution. The solids were filtered and the filtrate was extracted with methylene chloride. The organic extracts were dried and evaporated. The residue obtained was chromatographed on silica gel and eluted with ammoniated 10-... Reactants: ClC=1C=C(C=CC1)C(CNC(CC1=CC2=C(OC(O2)(C(=O)O)C(=O)O)C=C1)C)O (5-{2-[2-(3-chloro-phenyl)-2-hydroxy-ethylamino]-propyl}-benzo[1,3]dioxole-2,2-dicarboxylic acid). Run in C(CCCCCCC)O (1-octanol). Yields the product C(CCCCCCC)OC(=O)C1(OC2=C(O1)C=CC(=C2)CC(C)NCC(O)C2=CC(=CC=C2)Cl)C(=O)OCCCCCCCC (5-{2-[2-(3-Chloro-phenyl)-2-hydroxy-ethylamino]-propyl}-benzo[1,3]dioxole-2,2-dicarboxylic acid dioctyl ester), O(CC)CC.Cl (Et2O hydrochloride). As a reaction SMILES: [Cl:1][C:2]1[CH:3]=[C:4]([CH:8]([OH:29])[CH2:9][NH:10][CH:11]([CH3:28])[CH2:12][C:13]2[CH:27]=[CH:26][C:16]3[O:17][C:18]([C:23]([OH:25])=[O:24])([C:20]([OH:22])=[O:21])[O:19][C:15]=3[CH:14]=2)[CH:5]=[CH:6][CH:7]=1>C(O)CCCCCCC>[CH2:28]([O:24][C:23]([C:18]1([C:20]([O:22][CH2:5][CH2:6][CH2:7][CH2:2][CH2:3][CH2:4][CH2:8][CH3:9])=[O:21])[O:17][C:16]2[CH:26]=[CH:27][C:13]([CH2:12][CH:11]([NH:10][CH2:9][CH:8]([C:4]3[CH:5]=[CH:6][CH:7]=[C:2]([Cl:1])[CH:3]=3)[OH:29])[CH3:28])=[CH:14][C:15]=2[O:19]1)=[O:25])[CH2:11][CH2:12][CH2:13][CH2:14][CH2:15][CH2:16][CH3:26].[O:17]([CH2:18][CH3:20])[CH2:16][CH3:15].[ClH:1] |f:3.4|. Reported procedure: The title compound was prepared from 5-{2-[2-(3-chloro-phenyl)-2-hydroxy-ethylamino]-propyl}-benzo[1,3]dioxole-2,2-dicarboxylic acid and 1-octanol as a gummy white solid according to the procedure of Example 1, leaving out the final HCl(g) /Et2O hydrochloride salt forming step: 1H NMR (300 MHz, CDCl3): δ 0.78-0.90 (m, 6H), 0.95-1.40 (brm, 23H), 1.52-1.87 (m, 6H), 2.55-2.75 (brs, 1H), 2.89-3.30 (brm, 4H), 4.12-4.33 (m, 4H), 5.15-5.35 (brs, 1H), 6.60-6.81 (m, 3H), 7.12-7.45 (m, 4H); MS (EI) m/z (r... The reactants are Cn1nc(C(N)=O)c2ccc3cnc(N)nc3c21, C1CCOC1, O=C(Cl)Cc1ccccc1, c1ccncc1. Yields the product Cn1nc(C(N)=O)c2ccc3cnc(NC(=O)Cc4ccccc4)nc3c21. Reaction SMILES: [NH2:1][c:2]1[n:3][c:4]2[c:5]3[c:6]([cH:7][cH:8][c:9]2[cH:10][n:11]1)[c:12]([C:16](=[O:17])[NH2:18])[n:13][n:14]3[CH3:15].[O:35]1[CH2:36][CH2:37][CH2:38][CH2:39]1.[c:25]1([CH2:31][C:32](=[O:33])[Cl:34])[cH:26][cH:27][cH:28][cH:29][cH:30]1.[cH:19]1[cH:20][cH:21][n:22][cH:23][cH:24]1>>[NH:1]([c:2]1[n:3][c:4]2[c:5]3[c:6]([cH:7][cH:8][c:9]2[cH:10][n:11]1)[c:12]([C:16](=[O:17])[NH2:18])[n:13][n:14]3[CH3:15])[C:32]([CH2:31][c:25]1[cH:26][cH:27][cH:28][cH:29][cH:30]1)=[O:33]. Starting materials: COC=1C(=CC(=[N+](C1)[O-])C)[N+](=O)[O-] (5-Methoxy-2-methyl-4-nitro-pyridine-1-oxide), C(C)(=O)Br (acetyl bromide). Reported procedure: 5-Methoxy-2-methyl-4-nitro-pyridine-1-oxide (Step AL5) (1.9 g, 10.3 mmol) and acetyl bromide (22.9 mL, 310 mmol) was added to acetic acid (40 mL) and the reaction was stirred at 80° C. for 1 h. The mixture was concentrated (1/3) and a solution of NaOH was added. The resulting mixture was extracted with EtOAc, washed with brine, dried (Na2SO4), filtered and concentrated. The product was crystallised (EtOAc/TBME). ESI-MS: tR=0.54 min, [M+H]+ 218.1/220.1 (LC-MS 1). Reaction conditions: temperature 80 celsius, time 1 hour. The product is BrC1=CC(=[N+](C=C1OC)[O-])C (4-Bromo-5-methoxy-2-methyl-pyridine 1-oxide). Solvent: C(C)(=O)O (acetic acid). As a reaction SMILES: [CH3:1][O:2][C:3]1[C:4]([N+]([O-])=O)=[CH:5][C:6]([CH3:10])=[N+:7]([O-:9])[CH:8]=1.C([Br:17])(=O)C>C(O)(=O)C>[Br:17][C:4]1[C:3]([O:2][CH3:1])=[CH:8][N+:7]([O-:9])=[C:6]([CH3:10])[CH:5]=1.